Dataset: the Open Reaction Database (ORD), a public repository of structured organic reaction records. Task: describe an organic reaction: reactants, conditions, products, and yield Reactants: C1CCOC1, CCCSc1ccc(C(O)C(C)(C)C)cc1, CCOC(=O)N=NC(=O)OCC, O, c1ccc(P(c2ccccc2)c2ccccc2)cc1, [N-]=[N+]=NP(=O)(c1ccccc1)c1ccccc1. Yields the product CCCSc1ccc(C(N=[N+]=[N-])C(C)(C)C)cc1. As a reaction SMILES: [CH2:65]1[O:66][CH2:67][CH2:68][CH2:69]1.[CH3:1][C:2]([CH:3]([OH:4])[c:5]1[cH:6][cH:7][c:8]([S:11][CH2:12][CH2:13][CH3:14])[cH:9][cH:10]1)([CH3:15])[CH3:16].[O:36]=[C:37]([O:38][CH2:39][CH3:40])[N:41]=[N:42][C:43]([O:44][CH2:45][CH3:46])=[O:47].[OH2:70].[c:17]1([P:18]([c:19]2[cH:20][cH:21][cH:22][cH:23][cH:24]2)[c:25]2[cH:26][cH:27][cH:28][cH:29][cH:30]2)[cH:31][cH:32][cH:33][cH:34][cH:35]1.[c:48]1([P:49]([c:50]2[cH:51][cH:52][cH:53][cH:54][cH:55]2)(=[O:56])[N:62]=[N+:63]=[N-:64])[cH:57][cH:58][cH:59][cH:60][cH:61]1>>[CH3:1][C:2]([CH:3]([c:5]1[cH:6][cH:7][c:8]([S:11][CH2:12][CH2:13][CH3:14])[cH:9][cH:10]1)[N:62]=[N+:63]=[N-:64])([CH3:15])[CH3:16]. Reactants: N1CCCCC1 (Piperidine), CC=1N=CNC1[N+](=O)[O-] (4-methyl-5-nitroimidazole), S1C(=CC=C1)C=O (2-thiophenecarboxaldehyde), CN(C)C=O (DMF). The solvent is CC(C)O (IPA). Reaction conditions: temperature 100 celsius. The product is [N+](=O)([O-])C1=C(N=CN1)\C=C\C=1SC=CC1 ((E)-5-Nitro-4-(2-(thiophen-2-yl)vinyl)-1H-imidazole). The yield is 67.8%. RXN SMILES: N1CCCCC1.[CH3:7][C:8]1[N:9]=[CH:10][NH:11][C:12]=1[N+:13]([O-:15])=[O:14].[S:16]1[CH:20]=[CH:19][CH:18]=[C:17]1[CH:21]=O.CN(C=O)C>CC(O)C>[N+:13]([C:12]1[NH:11][CH:10]=[N:9][C:8]=1/[CH:7]=[CH:21]/[C:17]1[S:16][CH:20]=[CH:19][CH:18]=1)([O-:15])=[O:14]. Procedure: Piperidine (1.7 g, 0.02 mol) was added to a suspension of 4-methyl-5-nitroimidazole (5 g, 0.04 mol) and 2-thiophenecarboxaldehyde (22 g, 0.2 mol) and heated at 100° C. for 15 hours. After cooling, DMF (5 mL) and IPA (15 mL) were added and the precipitate filtered from solution and washed with IPA (50 mL) to leave the product as a yellow solid (6.0 g, 69%). δH (DMSO-d6) 13.56 (1H, bs, NH), 7.90 (1H, s), 7.66 (1H, d, J=16.4), 7.66 (1H, d, J=5.0), 7.40 (1H, d, J=16.4), 7.35 (1H, d, J=3.6), 7.15 (1H... Reactants: C(#N)C1=CC=C(C=C1)CSC=1SC2=C(N1)C=CC(=C2)N (2-[(4-cyanophenyl)methylthio]-6-amino-benzothiazole), N1=CC=CC2=CC=CC(=C12)S(=O)(=O)Cl (quinoline-8-sulphonic acid chloride). Run in N1=CC=CC=C1 (pyridine). Yields the product C(#N)C1=CC=C(C=C1)CSC=1SC2=C(N1)C=CC(=C2)NS(=O)(=O)C=2C=CC=C1C=CC=NC21 (2-[(4-cyanophenyl)methylthio]-6-(N-quinoline-8-sulphonylamino)-benzothiazole). RXN SMILES: [C:1]([C:3]1[CH:8]=[CH:7][C:6]([CH2:9][S:10][C:11]2[S:12][C:13]3[CH:19]=[C:18]([NH2:20])[CH:17]=[CH:16][C:14]=3[N:15]=2)=[CH:5][CH:4]=1)#[N:2].[N:21]1[C:30]2[C:25](=[CH:26][CH:27]=[CH:28][C:29]=2[S:31](Cl)(=[O:33])=[O:32])[CH:24]=[CH:23][CH:22]=1>N1C=CC=CC=1>[C:1]([C:3]1[CH:4]=[CH:5][C:6]([CH2:9][S:10][C:11]2[S:12][C:13]3[CH:19]=[C:18]([NH:20][S:31]([C:29]4[CH:28]=[CH:27][CH:26]=[C:25]5[C:30]=4[N:21]=[CH:22][CH:23]=[CH:24]5)(=[O:32])=[O:33])[CH:17]=[CH:16][C:14]=3[N:15]=2)=[CH:7][CH:8]=1)#[N:2]. Reported procedure: A mixture of 2.3 g (7.74 mmol) of 2-[(4-cyanophenyl)methylthio]-6-amino-benzothiazole and 1.85 g (8.1 mmol) of quinoline-8-sulphonic acid chloride is stirred in 30 ml of pyridine for 2 hours at ambient temperature. Then the solvent is distilled off in vacuo and the crude product is purified by flash chromatography (silica gel, methylene chloride/ethanol=99:1). The reactants are O([Si](C)(C)C(C)(C)C)[C@H]([C@H](CC1CCCCC1)NC(OC(C)(C)C)=O)CN1C(CCC1)=O (t-butyl [(1S,2S)-2-(t-butyldimethylsiloxy)-1-(cyclohexylmethyl)-3-(2-oxo-1-pyrrolidinyl)propyl]carbamate), C([O-])(O)=O.[Na+] (sodium bicarbonate), F (hydrofluoric acid). Run in C(C)#N (acetonitrile), C(C(C)[*:2])[*:1] (polypropylene). Run at time 3 hour. Yields the product C1(CCCCC1)C[C@@H]([C@H](CN1C(CCC1)=O)O)NC(OC(C)(C)C)=O (t-butyl [(1S,2S)-1-(cyclohexylmethyl)-2-hydroxy-3-(2-oxo-1-pyrrolidinyl)propyl]carbamate). The yield is 95.6%. As a reaction SMILES: [O:1]([C@@H:9]([CH2:26][N:27]1[CH2:31][CH2:30][CH2:29][C:28]1=[O:32])[C@@H:10]([NH:18][C:19](=[O:25])[O:20][C:21]([CH3:24])([CH3:23])[CH3:22])[CH2:11][CH:12]1[CH2:17][CH2:16][CH2:15][CH2:14][CH2:13]1)[Si](C(C)(C)C)(C)C.F.C(=O)(O)[O-].[Na+]>C(#N)C>[CH:12]1([CH2:11][C@H:10]([NH:18][C:19](=[O:25])[O:20][C:21]([CH3:23])([CH3:22])[CH3:24])[C@@H:9]([OH:1])[CH2:26][N:27]2[CH2:31][CH2:30][CH2:29][C:28]2=[O:32])[CH2:13][CH2:14][CH2:15][CH2:16][CH2:17]1 |f:2.3|. Procedure details: 0.62 g (1.28 mmol) of t-butyl [(1S,2S)-2-(t-butyldimethylsiloxy)-1-(cyclohexylmethyl)-3-(2-oxo-1-pyrrolidinyl)propyl]carbamate was dissolved in 9 ml of acetonitrile in a polypropylene reaction vessel and treated at room temperature with 1.2 ml of 40% aqueous hydrofluoric acid. The reaction mixture was subsequently stirred at room temperature for 3 hours, thereafter poured into 2N sodium bicarbonate solution and extracted with methylene chloride. The methylene chloride extracts were dried over ma... The reactants are FC(COC1=CC=C(C=C1)CN)(F)F ((4-(2,2,2-trifluoroethoxy)phenyl)methanamine), COC1=C(C=O)C(=CC=C1)OC (2,6-dimethoxybenzaldehyde). The product is COC1=C(C(=CC=C1)OC)C1CCCC(N1CC1=CC=C(C=C1)OCC(F)(F)F)=O (6-(2,6-dimethoxyphenyl)-1-(4-(2,2,2-trifluoroethoxy)benzyl)piperidin-2-one). RXN SMILES: [F:1][C:2]([F:14])([F:13])[CH2:3][O:4][C:5]1[CH:10]=[CH:9][C:8]([CH2:11][NH2:12])=[CH:7][CH:6]=1.[CH3:15][O:16][C:17]1[CH:24]=[CH:23][CH:22]=[C:21]([O:25][CH3:26])[C:18]=1[CH:19]=O>>[CH3:15][O:16][C:17]1[CH:24]=[CH:23][CH:22]=[C:21]([O:25][CH3:26])[C:18]=1[CH:19]1[N:12]([CH2:11][C:8]2[CH:7]=[CH:6][C:5]([O:4][CH2:3][C:2]([F:13])([F:14])[F:1])=[CH:10][CH:9]=2)[C:5](=[O:4])[CH2:6][CH2:7][CH2:8]1. Reported procedure: Prepared according to the described general procedure 6 (GP6) with commercially available (4-(2,2,2-trifluoroethoxy)phenyl)methanamine and commercially available 2,6-dimethoxybenzaldehyde. Subsequent purification by preparative HPLC afforded the target compound. LC-MS (conditions E): tR=0.80 min.; [M+H]+: 424.08 g/mol. The reactants are C(CC1=CC=CC=C1)C(=O)[C@@H]1[C@]2(C)[C@@H](CC1)[C@@H]1CC=C3C=C(CC[C@]3(C)[C@H]1CC2)C(=O)OC (methyl 17β-(phenethylcarbonyl)-androsta-3,5-diene-3-carboxylate), C(=O)([O-])[O-].[K+].[K+] (K2CO3), O (water). Solvent: CO (methanol). Yields the product C(CC1=CC=CC=C1)C(=O)[C@@H]1[C@]2(C)[C@@H](CC1)[C@@H]1CC=C3C=C(CC[C@]3(C)[C@H]1CC2)C(=O)O (17β-(phenethylcarbonyl)-androsta-3,5-diene-3-carboxylic acid). RXN SMILES: [CH2:1]([C:9]([C@H:11]1[CH2:16][CH2:15][C@H:14]2[C@H:17]3[C@H:27]([CH2:28][CH2:29][C@:12]12[CH3:13])[C@:25]1([CH3:26])[C:20]([CH:21]=[C:22]([C:30]([O:32]C)=[O:31])[CH2:23][CH2:24]1)=[CH:19][CH2:18]3)=[O:10])[CH2:2][C:3]1[CH:8]=[CH:7][CH:6]=[CH:5][CH:4]=1.C([O-])([O-])=O.[K+].[K+].O>CO>[CH2:1]([C:9]([C@H:11]1[CH2:16][CH2:15][C@H:14]2[C@H:17]3[C@H:27]([CH2:28][CH2:29][C@:12]12[CH3:13])[C@:25]1([CH3:26])[C:20]([CH:21]=[C:22]([C:30]([OH:32])=[O:31])[CH2:23][CH2:24]1)=[CH:19][CH2:18]3)=[O:10])[CH2:2][C:3]1[CH:4]=[CH:5][CH:6]=[CH:7][CH:8]=1 |f:1.2.3|. Procedure: A mixture of methyl 17β-(phenethylcarbonyl)-androsta-3,5-diene-3-carboxylate, K2CO3, water and methanol is heated at reflux for about 5 hours. Acidification followed by conventional workup yields title compound. The reactants are O=C(O)c1ccnc(C(F)(F)F)c1, COC(=O)c1cc(S(N)(=O)=O)ccc1OC. Reagents/catalysts: CCOC(=O)C(=NO[P+](N1CCCC1)(N2CCCC2)N3CCCC3)C#N.F[P-](F)(F)(F)(F)F (PyOxim), CCN(C(C)C)C(C)C (DIPEA). Run in CN(C)C=O (DMF), CN(C)C=O (DMF), CN(C)C=O (DMF), CN(C)C=O (DMF), CN(C)C=O (DMF), CN(C)C=O (DMF). Conditions: temperature 25 celsius, time 2 hour. Product: COC(=O)c1cc(S(=O)(=O)NC(=O)c2ccnc(C(F)(F)F)c2)ccc1OC. Isolated yield 29.7%. RXN SMILES: COC(=O)c1cc(S(N)(=O)=O)ccc1OC.O=C(O)c1ccnc(C(F)(F)F)c1.CCOC(=O)C(=NO[P+](N1CCCC1)(N2CCCC2)N3CCCC3)C#N.F[P-](F)(F)(F)(F)F.CCN(C(C)C)C(C)C.CN(C)C=O>>COC(=O)c1cc(S(=O)(=O)NC(=O)c2ccnc(C(F)(F)F)c2)ccc1OC.